From a dataset of the Open Reaction Database (ORD), a public repository of structured organic reaction records. describe an organic reaction: reactants, conditions, products, and yield Reactants: CC(CCC)N (1-methylbutylamine), FC=1C=C(C(=O)Cl)C=CC1OCC#C (3-fluoro-4-(2-propynyloxy)benzoyl chloride). The product is CC(CCC)NC(C1=CC(=C(C=C1)OCC#C)F)=O (N-(1-methylbutyl)-3-fluoro-4-(2-propynyloxy)benzamide). RXN SMILES: [CH3:1][CH:2]([NH2:6])[CH2:3][CH2:4][CH3:5].[F:7][C:8]1[CH:9]=[C:10]([CH:14]=[CH:15][C:16]=1[O:17][CH2:18][C:19]#[CH:20])[C:11](Cl)=[O:12]>>[CH3:1][CH:2]([NH:6][C:11](=[O:12])[C:10]1[CH:14]=[CH:15][C:16]([O:17][CH2:18][C:19]#[CH:20])=[C:8]([F:7])[CH:9]=1)[CH2:3][CH2:4][CH3:5]. Procedure details: According to the same method as that of Production Example 1, 1-methylbutylamine was used in place of 2,2-dimethylpropylamine, 3-fluoro-4-(2-propynyloxy)benzoyl chloride was used in place of 4-(2-propynyloxy)-3-methoxybenzoyl chloride to obtain N-(1-methylbutyl)-3-fluoro-4-(2-propynyloxy)benzamide (hereinafter, described as the compound 57 of the present invention) represented by the formula: The reactants are Cl (HCl), N[C@@H](CC(OC(C)(C)C)=O)C(=O)N[C@@H](CC(C)C)C(=O)O (H-Asp(OtBu)-Leu-OH), C([O-])(O)=O.[Na+] (sodium bicarbonate), N([C@@H](CC(C)C)C(=O)ON1C(=O)CCC1=O)C(=O)OCC1=CC=CC=C1 (Z-Leu-OSu). Run in O (water), O1CCOCC1 (dioxane). Conditions: time 2 hour. Product: N([C@@H](CC(C)C)C(=O)N[C@@H](CC(OC(C)(C)C)=O)C(=O)N[C@@H](CC(C)C)C(=O)O)C(=O)OCC1=CC=CC=C1 (Z-Leu-Asp(OtBu)-Leu-OH). The yield is 80.7%. As a reaction SMILES: [NH2:1][C@H:2]([C:11]([NH:13][C@H:14]([C:19]([OH:21])=[O:20])[CH2:15][CH:16]([CH3:18])[CH3:17])=[O:12])[CH2:3][C:4](=[O:10])[O:5][C:6]([CH3:9])([CH3:8])[CH3:7].C(=O)(O)[O-].[Na+].[NH:27]([C:43]([O:45][CH2:46][C:47]1[CH:52]=[CH:51][CH:50]=[CH:49][CH:48]=1)=[O:44])[C@H:28]([C:33](ON1C(=O)CCC1=O)=[O:34])[CH2:29][CH:30]([CH3:32])[CH3:31].Cl>O1CCOCC1.O>[NH:27]([C:43]([O:45][CH2:46][C:47]1[CH:52]=[CH:51][CH:50]=[CH:49][CH:48]=1)=[O:44])[C@H:28]([C:33]([NH:1][C@H:2]([C:11]([NH:13][C@H:14]([C:19]([OH:21])=[O:20])[CH2:15][CH:16]([CH3:17])[CH3:18])=[O:12])[CH2:3][C:4](=[O:10])[O:5][C:6]([CH3:9])([CH3:8])[CH3:7])=[O:34])[CH2:29][CH:30]([CH3:32])[CH3:31] |f:1.2|. Reported procedure: The H-Asp(OtBu)-Leu-OH (3.02 g), sodium bicarbonate (1.68 g), and 30 mL of water were mixed to give a mixture of pH 8. Z-Leu-OSu (3.63 g) in dioxane (30 mL) was added to the mixture and was stirred at room temp for 2 h. The reaction mixture was acidified by addition of conc. HCl to pH 1.0, then was extracted with ethyl acetate (30 mL×3). The combined extracts were dried over Na2SO4, filtered, and concentrated. The crude product was dissolved in methanol and chromatographed on a column of Sephade... Reactants: CS(C)=O, [Cl-], CCOC(=O)C1CCN(C(=O)OC(C)(C)C)CC(F)C1=O, [Li+], O. RXN SMILES: [CH3:25][S:26]([CH3:27])=[O:28].[Cl-:23].[F:1][CH:2]1[C:3](=[O:21])[CH:4]([C:16]([O:17][CH2:18][CH3:19])=[O:20])[CH2:5][CH2:6][N:7]([C:9](=[O:10])[O:11][C:12]([CH3:13])([CH3:14])[CH3:15])[CH2:8]1.[Li+:24].[OH2:22]>>[F:1][CH:2]1[C:3](=[O:21])[CH2:4][CH2:5][CH2:6][N:7]([C:9](=[O:10])[O:11][C:12]([CH3:13])([CH3:14])[CH3:15])[CH2:8]1. Product: CC(C)(C)OC(=O)N1CCCC(=O)C(F)C1. Starting materials: COCC[O-].[Na+] (sodium 2-methoxyethoxide), Cl.ClCC1=NCCC2=CC=C(C=C12)CC (1-(chloromethyl)-7-ethyl-3,4-dihydroisoquinoline hydrochloride). Solvent: COCCO (2-methoxyethanol), C1CCOC1 (THF), COC(C)O (methoxyethanol). Conditions: temperature 60 celsius, time 2 hour. Yields the product C(C)C1=CC=C2CCN=C(C2=C1)CCCOC (7-ethyl-1-[(2-methoxyethyl)methyl]-3,4-dihydroisoquinoline). Reaction SMILES: [CH3:1][O:2][CH2:3][CH2:4][O-].[Na+].Cl.Cl[CH2:9][C:10]1[C:19]2[C:14](=[CH:15][CH:16]=[C:17]([CH2:20][CH3:21])[CH:18]=2)[CH2:13][CH2:12][N:11]=1>COCCO.COC(O)C.C1COCC1>[CH2:20]([C:17]1[CH:18]=[C:19]2[C:14]([CH2:13][CH2:12][N:11]=[C:10]2[CH2:9][CH2:4][CH2:3][O:2][CH3:1])=[CH:15][CH:16]=1)[CH3:21] |f:0.1,2.3|. Procedure: Under cooling in an ice bath, a mixture of sodium hydride (suspension of 8 g of sodium hydride in mineral oil (60%) washed with hexane) in THF (10 mL) was added to methoxyethanol (100 mL) under stirring over 20 minutes to produce sodium 2-methoxyethoxide, followed by further stirring for 2 hours. A solution of sodium 2-methoxyethoxide in 2-methoxyethanol (55 mL) was added with stirring to a solution of 1-(chloromethyl)-7-ethyl-3,4-dihydroisoquinoline hydrochloride (8.5 g) in methoxyethanol (50 m... The reactants are OBO, COc1c(Br)cc(S(N)(=O)=O)cc1C=O, Clc1ccccc1. The product is COc1c(C=O)cc(S(N)(=O)=O)cc1-c1cccc(Cl)c1. As a reaction SMILES: [BH:16]([OH:17])[OH:18].[Br:1][c:2]1[cH:3][c:4]([S:12](=[O:13])(=[O:14])[NH2:15])[cH:5][c:6]([CH:10]=[O:11])[c:7]1[O:8][CH3:9].[Cl:19][c:20]1[cH:21][cH:22][cH:23][cH:24][cH:25]1>>[c:2]1(-[c:24]2[cH:23][cH:22][cH:21][c:20]([Cl:19])[cH:25]2)[cH:3][c:4]([S:12](=[O:13])(=[O:14])[NH2:15])[cH:5][c:6]([CH:10]=[O:11])[c:7]1[O:8][CH3:9]. Reactants: C1=C(C=CC2=CC=CC=C12)O (2-Naphthol), C1(=CC=CC=C1)[C@@H]1N=CC2=CC=CC=C2C1 ((R)-3,4-dihydro-3-phenylisoquinoline). Reaction conditions: temperature 80 celsius, time 8 hour. Product: C1NCCC2=CC=CC=C12 (Tetrahydroisoquinoline). The yield is 213.3%. Reaction SMILES: C1C2C(=CC=CC=2)C=CC=1O.C1([C@H:18]2[CH2:27][C:26]3[C:21](=[CH:22][CH:23]=[CH:24][CH:25]=3)[CH:20]=[N:19]2)C=CC=CC=1>>[CH2:20]1[C:21]2[C:26](=[CH:25][CH:24]=[CH:23][CH:22]=2)[CH2:27][CH2:18][NH:19]1. Reported procedure: 2-Naphthol (2.09 g, 14.5 mmol) was placed in a flask under nitrogen and (R)-3,4-dihydro-3-phenylisoquinoline 3.0 g (14.5 mmol) was added. The resulting mixture was stirred overnight at 80° C., whereupon no liquid remained. The resulting mixture was recrystallized from Et2O and collected to yield product 4 (4.12 g, 81% yield) as a solid. 1H NMR (CDCl3, 400 MHz, ppm): δ 11.85 (s, 1H), 8.09 (d, J=8.8 Hz, 1H), 7.84 (dd, J=8.4 Hz, J=31.2 Hz, 2H), 7.56-7.12 (m, 10H), 6.97-6.93 (m, 1H), 6.72 (d, J=8.0 ... The reactants are 1,1′-bis(diphenylphosphino)ferrocence palladium (II) chloride, C(C)(C)(C)C1=CC=C(CN2C(N(C(C2)CCCC2=CC(=C(C=C2)OC)I)C)=O)C=C1 (1-(4-tert-Butyl-benzyl)-4-[3-(3-iodo-4-methoxy-phenyl)-propyl]-3-methyl-imidazolidin-2-one), CB(O)O (methyl boronic acid), C([O-])([O-])=O.[Cs+].[Cs+] (cesium carbonate). Solvent: O1CCOCC1 (dioxane). Reaction conditions: temperature 80 celsius. The product is C(C)(C)(C)C1=CC=C(CN2C(N(C(C2)CCCC2=CC(=C(C=C2)OC)C)C)=O)C=C1 (1-(4-tert-Butyl-benzyl)-4-[3-(4-methoxy-3-methyl-phenyl)-propyl]-3-methyl-imidazolidin-2-one). Yield: 64.6%. As a reaction SMILES: [C:1]([C:5]1[CH:30]=[CH:29][C:8]([CH2:9][N:10]2[CH2:14][CH:13]([CH2:15][CH2:16][CH2:17][C:18]3[CH:23]=[CH:22][C:21]([O:24][CH3:25])=[C:20](I)[CH:19]=3)[N:12]([CH3:27])[C:11]2=[O:28])=[CH:7][CH:6]=1)([CH3:4])([CH3:3])[CH3:2].[CH3:31]B(O)O.C(=O)([O-])[O-].[Cs+].[Cs+]>O1CCOCC1>[C:1]([C:5]1[CH:30]=[CH:29][C:8]([CH2:9][N:10]2[CH2:14][CH:13]([CH2:15][CH2:16][CH2:17][C:18]3[CH:23]=[CH:22][C:21]([O:24][CH3:25])=[C:20]([CH3:31])[CH:19]=3)[N:12]([CH3:27])[C:11]2=[O:28])=[CH:7][CH:6]=1)([CH3:4])([CH3:3])[CH3:2] |f:2.3.4|. Reported procedure: 1-(4-tert-Butyl-benzyl)-4-[3-(3-iodo-4-methoxy-phenyl)-propyl]-3-methyl-imidazolidin-2-one (0.300 g, 0.580 mmole), methyl boronic acid (0.069 g, 1.16 mmole) and cesium carbonate (0.264 g, 1.74 mmole) are mixed in dioxane (6.0 mL). After bubbling with nitrogen for 15 minutes, 1,1′-bis(diphenylphosphino)ferrocence palladium (II) chloride (0.060 g, 0.015 mmole) is added. The reaction is heated at 80° C. for 4 hours. The solvent is removed on rota-vapor, and the crude product is purified by column c...